This data is from the Open Reaction Database (ORD), a public repository of structured organic reaction records. The task is: describe an organic reaction: reactants, conditions, products, and yield Reactants: CC1(SC(C=C(C1)OS(=O)(=O)C(C(C(C(F)(F)F)(F)F)(F)F)(F)F)(C)C)C (1,1,2,2,3,3,4,4,4-Nonafluoro-butane-1-sulfonic acid2,2,6,6-tetramethyl-3,6-dihydro-2H-thiopyran-4-yl ester), CC1(OB(OC1(C)C)C1=CC=C(C=C1)N)C (4-(4,4,5,5-tetramethyl-[1,3,2]dioxaborolan-2-yl)-phenylamine). Product: CC1(SC(C=C(C1)C1=CC=C(C=C1)N)(C)C)C (4-(2,2,6,6-Tetramethyl-3,6-dihydro-2H-thiopyran-4-yl)-phenylamine). RXN SMILES: [CH3:1][C:2]1([CH3:27])[CH2:7][C:6](OS(C(F)(F)C(F)(F)C(F)(F)C(F)(F)F)(=O)=O)=[CH:5][C:4]([CH3:26])([CH3:25])[S:3]1.CC1(C)C(C)(C)OB([C:36]2[CH:41]=[CH:40][C:39]([NH2:42])=[CH:38][CH:37]=2)O1>>[CH3:27][C:2]1([CH3:1])[CH2:7][C:6]([C:36]2[CH:41]=[CH:40][C:39]([NH2:42])=[CH:38][CH:37]=2)=[CH:5][C:4]([CH3:25])([CH3:26])[S:3]1. Procedure: The title compound was prepared from 1,1,2,2,3,3,4,4,4-nonafluoro-butane-1-sulfonic acid 2,2,6,6-tetramethyl-3,6-dihydro-2H-thiopyran-4-yl ester (as prepared in Example 21, step (a)) and 4-(4,4,5,5-tetramethyl-[1,3,2]dioxaborolan-2-yl)-phenylamine according to the procedure of Example 15, step (c). Mass spectrum (ESI, m/z): Calcd. for C15H21NS, 248.1 (M+H), found 248.2. Reactants: [OH-].[Na+] (sodium hydroxide), O=C1C(=CN2C3=C1C=CC=C3C3CCCCC23)C(=O)OCC (ethyl 7a,8,9,10,11,11a-hexahydro-4-oxo-4H-pyrido[3,2,1-jk]carbazol-5-carboxylate). Procedure details: 250 ml of a 10% aqueous sodium hydroxide solution was added to 28 g of ethyl 7a,8,9,10,11,11a-hexahydro-4-oxo-4H-pyrido[3,2,1-jk]carbazol-5-carboxylate, followed by heat-refluxing for 2 hours. The reaction system changed from a suspension state to a uniform solution as the reaction proceeded. 200 ml of water was added to the reaction mixture which was then filtered, and the filtrate was rendered acidic with concentrated hydrochloric acid to precipitate light yellow crystals. The crystals were se... Reaction SMILES: [OH-].[Na+].[O:3]=[C:4]1[C:9]2[CH:10]=[CH:11][CH:12]=[C:13]3[CH:14]4[CH:19]([N:7]([C:8]=23)[CH:6]=[C:5]1[C:20]([O:22]CC)=[O:21])[CH2:18][CH2:17][CH2:16][CH2:15]4>O>[O:3]=[C:4]1[C:9]2[CH:10]=[CH:11][CH:12]=[C:13]3[CH:14]4[CH:19]([N:7]([C:8]=23)[CH:6]=[C:5]1[C:20]([OH:22])=[O:21])[CH2:18][CH2:17][CH2:16][CH2:15]4 |f:0.1|. Solvent: O (water). Yield: 63.1%. Yields the product O=C1C(=CN2C3=C1C=CC=C3C3CCCCC23)C(=O)O (7a,8,9,10,11,11a -hexahydro-4-oxo-4H-pyrido[3,2,1-jk]carbazol-5-carboxylic acid). Starting materials: C1CCOC1, COC(=O)C(Cc1ccc(Oc2ccc(Oc3ccc(-c4nccs4)cc3)cc2)cc1)NC(=O)OC(C)(C)C, [Na+], [OH-], O. The product is CC(C)(C)OC(=O)NC(Cc1ccc(Oc2ccc(Oc3ccc(-c4nccs4)cc3)cc2)cc1)C(=O)O. RXN SMILES: [CH2:42]1[O:43][CH2:44][CH2:45][CH2:46]1.[CH3:1][O:2][C:3]([CH:4]([CH2:5][c:6]1[cH:7][cH:8][c:9]([O:12][c:13]2[cH:14][cH:15][c:16]([O:19][c:20]3[cH:21][cH:22][c:23](-[c:26]4[s:27][cH:28][cH:29][n:30]4)[cH:24][cH:25]3)[cH:17][cH:18]2)[cH:10][cH:11]1)[NH:31][C:32](=[O:33])[O:34][C:35]([CH3:36])([CH3:37])[CH3:38])=[O:39].[Na+:41].[OH-:40].[OH2:47]>>[O:2]=[C:3]([CH:4]([CH2:5][c:6]1[cH:7][cH:8][c:9]([O:12][c:13]2[cH:14][cH:15][c:16]([O:19][c:20]3[cH:21][cH:22][c:23](-[c:26]4[s:27][cH:28][cH:29][n:30]4)[cH:24][cH:25]3)[cH:17][cH:18]2)[cH:10][cH:11]1)[NH:31][C:32](=[O:33])[O:34][C:35]([CH3:36])([CH3:37])[CH3:38])[OH:39]. The product is O=c1ccc2c([nH]1)C(Nc1ccccc1)CCC2. The reactants are CC(C)O, O=c1ccc2c([nH]1)C(Cl)CCC2, Cl, Nc1ccccc1. As a reaction SMILES: [CH:21]([OH:22])([CH3:23])[CH3:24].[Cl:2][CH:3]1[CH2:4][CH2:5][CH2:6][c:7]2[cH:8][cH:9][c:10](=[O:13])[nH:11][c:12]21.[ClH:1].[NH2:14][c:15]1[cH:16][cH:17][cH:18][cH:19][cH:20]1>>[CH:3]1([NH:14][c:15]2[cH:16][cH:17][cH:18][cH:19][cH:20]2)[CH2:4][CH2:5][CH2:6][c:7]2[cH:8][cH:9][c:10](=[O:13])[nH:11][c:12]21. Starting materials: CCN(C(C)C)C(C)C, CN(C)C=O, Fc1ccc2c(c1)CCNCC2, Cc1nc(N2CCc3ccc(N)cc3CC2)c([N+](=O)[O-])c(=O)[nH]1. Product: Cc1nc(N2CCc3ccc(F)cc3CC2)c([N+](=O)[O-])c(=O)[nH]1. RXN SMILES: [CH2:36]([N:37]([CH:38]([CH3:39])[CH3:40])[CH:41]([CH3:42])[CH3:43])[CH3:44].[CH3:45][N:46]([CH3:47])[CH:48]=[O:49].[F:24][c:25]1[cH:26][cH:27][c:28]2[c:34]([cH:35]1)[CH2:33][CH2:32][NH:31][CH2:30][CH2:29]2.[NH2:1][c:2]1[cH:3][c:4]2[c:5]([cH:22][cH:23]1)[CH2:6][CH2:7][N:8]([c:11]1[c:12]([N+:19](=[O:20])[O-:21])[c:13](=[O:18])[nH:14][c:15]([CH3:17])[n:16]1)[CH2:9][CH2:10]2>>[c:2]1([F:24])[cH:3][c:4]2[c:5]([cH:22][cH:23]1)[CH2:6][CH2:7][N:8]([c:11]1[c:12]([N+:19](=[O:20])[O-:21])[c:13](=[O:18])[nH:14][c:15]([CH3:17])[n:16]1)[CH2:9][CH2:10]2. As a reaction SMILES: [CH3:1][N:2]([CH3:36])[CH2:3][CH2:4][CH2:5][CH2:6][CH2:7][NH:8][C:9]1[C:14]2[C:15](=[O:33])[CH:16]=[C:17]([C:19]3[CH:24]=[CH:23][C:22]([NH:25]C(=O)C(C)(C)C)=[C:21]([F:32])[CH:20]=3)[O:18][C:13]=2[C:12]([F:34])=[CH:11][C:10]=1[F:35].S(=O)(=O)(O)O>>[NH2:25][C:22]1[CH:23]=[CH:24][C:19]([C:17]2[O:18][C:13]3[C:12]([F:34])=[CH:11][C:10]([F:35])=[C:9]([NH:8][CH2:7][CH2:6][CH2:5][CH2:4][CH2:3][N:2]([CH3:36])[CH3:1])[C:14]=3[C:15](=[O:33])[CH:16]=2)=[CH:20][C:21]=1[F:32]. Reported procedure: Substantially the same manner as that in Example 127 (4) was repeated except that 909 mg (1.81 mmol) of the above 5-(5-dimethylaminopentylamino)-6,8-difluoro-2-(3-fluoro-4-pivaloylaminophenyl)-4H-1-benzopyran-4-one was used, treatment with 15 mL of concentrated sulfuric acid was carried out and the resulting compound was recrystallized from ethyl acetate/n-hexane, to give 638 mg of Compound 139 (yield: 84%). Isolated yield 84.0%. The product is NC1=C(C=C(C=C1)C=1OC2=C(C(C1)=O)C(=C(C=C2F)F)NCCCCCN(C)C)F (2-(4-Amino-3-fluorophenyl)-5-(5-dimethylaminopentylamino)-6,8-difluoro-4H-1-benzopyran-4-one). The reactants are Example 127 ( 4 ), CN(CCCCCNC1=C(C=C(C2=C1C(C=C(O2)C2=CC(=C(C=C2)NC(C(C)(C)C)=O)F)=O)F)F)C (5-(5-dimethylaminopentylamino)-6,8-difluoro-2-(3-fluoro-4-pivaloylaminophenyl)-4H-1-benzopyran-4-one), S(O)(O)(=O)=O (sulfuric acid).